This data is from the Open Reaction Database (ORD), a public repository of structured organic reaction records. The task is: describe an organic reaction: reactants, conditions, products, and yield The reactants are N1=C(Cl)N=C(Cl)N=C1Cl (cyanuric chloride), CN1CCOCC1 (N-methylmorpholine), ClC1=CC=C(S1)C(=O)N[C@@H]1C[C@H](N(C1)CC(NC1=C(C=C(C=C1)N1C(C=CC=C1)=O)F)=O)C(=O)O ((2S,4R)-4-[(5-chloro-thiophene-2-carbonyl)-amino]-1-{[2-fluoro-4-(2-oxo-pyridin-1-yl)-phenylcarbamoyl]-methyl}-pyrrolidine-2-carboxylic acid). Run in COCCOC (1,2-dimethoxyethane), COCCOC (1,2-dimethoxyethane). Reaction conditions: temperature 0 celsius, time 3 hour. The product is FC1=C(C=CC(=C1)N1C(C=CC=C1)=O)NC(=O)CN1C[C@@H](C[C@H]1CO)NC(=O)C=1SC(=CC1)Cl (5-chloro-thiophene-2-carboxylic acid ((3R,5S)-1-{[2-fluoro-4-(2-oxo-pyridin-1-yl)-phenylcarbamoyl]-methyl}-5-hydroxymethyl-pyrrolidin-3-yl)-amide). The yield is 13.7%. RXN SMILES: N1C(Cl)=NC(Cl)=NC=1Cl.CN1CCOCC1.[Cl:17][C:18]1[S:22][C:21]([C:23]([NH:25][C@H:26]2[CH2:30][N:29]([CH2:31][C:32](=[O:48])[NH:33][C:34]3[CH:39]=[CH:38][C:37]([N:40]4[CH:45]=[CH:44][CH:43]=[CH:42][C:41]4=[O:46])=[CH:36][C:35]=3[F:47])[C@H:28]([C:49](O)=[O:50])[CH2:27]2)=[O:24])=[CH:20][CH:19]=1>COCCOC>[F:47][C:35]1[CH:36]=[C:37]([N:40]2[CH:45]=[CH:44][CH:43]=[CH:42][C:41]2=[O:46])[CH:38]=[CH:39][C:34]=1[NH:33][C:32]([CH2:31][N:29]1[C@H:28]([CH2:49][OH:50])[CH2:27][C@@H:26]([NH:25][C:23]([C:21]2[S:22][C:18]([Cl:17])=[CH:19][CH:20]=2)=[O:24])[CH2:30]1)=[O:48]. Reported procedure: To a solution of 44 mg cyanuric chloride in 1.5 ml 1,2-dimethoxyethane were added 0.03 ml N-methylmorpholine. The resulting white suspension was treated with 150 mg (2S,4R)-4-[(5-chloro-thiophene-2-carbonyl)-amino]-1-{[2-fluoro-4-(2-oxo-pyridin-1-yl)-phenylcarbamoyl]-methyl}-pyrrolidine-2-carboxylic acid (example 12) in 0.5 ml 1,2-dimethoxyethane and stirred at r.t for 3 hrs. The precipitate was filtered off. The filtrate was cooled to 0° C. A solution of 13 mg NaBH4 in 0.7 ml H2O was added drop... Starting materials: N(=NC(=O)OCC)C(=O)OCC (diethyl azodicarboxylate), C1(=CC=CC=C1)C (toluene), OC1CCN(CC1)C(=O)OC(C)(C)C (tert-butyl 4-hydroxypiperidine-1-carboxylate), CSC1=CC=C(C=C1)O (4-(Methylsulfanyl)phenol), C1(=CC=CC=C1)P(C1=CC=CC=C1)C1=CC=CC=C1 (triphenylphosphine). Run in C1CCOC1 (THF), C(C)(=O)OCC (ethyl acetate). Run at time 3 day. Yields the product CSC1=CC=C(OC2CCN(CC2)C(=O)OC(C)(C)C)C=C1 (tert-Butyl 4-[4-(Methylsulfanyl)phenoxy]-1-piperidinecarboxylate). Isolated yield 56.0%. As a reaction SMILES: N(C(OCC)=O)=NC(OCC)=O.C1(C)C=CC=CC=1.[OH:20][CH:21]1[CH2:26][CH2:25][N:24]([C:27]([O:29][C:30]([CH3:33])([CH3:32])[CH3:31])=[O:28])[CH2:23][CH2:22]1.[CH3:34][S:35][C:36]1[CH:41]=[CH:40][C:39](O)=[CH:38][CH:37]=1.C1(P(C2C=CC=CC=2)C2C=CC=CC=2)C=CC=CC=1>C(OCC)(=O)C.C1COCC1>[CH3:34][S:35][C:36]1[CH:41]=[CH:40][C:39]([O:20][CH:21]2[CH2:22][CH2:23][N:24]([C:27]([O:29][C:30]([CH3:33])([CH3:32])[CH3:31])=[O:28])[CH2:25][CH2:26]2)=[CH:38][CH:37]=1. Reported procedure: A solution of diethyl azodicarboxylate in toluene (6.76 ml, 14.9 mmol) was added dropwise to a mixture of tert-butyl 4-hydroxypiperidine-1-carboxylate (2 g, 9.94 mmol), 4-(Methylsulfanyl)phenol (2,8 g, 20 mmol), triphenylphosphine (3.9 g, 15 mmol) and THF (20 ml) over the period of 0.5 h at 0° C. The resulting solution was stirred at room temperature for 3 d. The mixture was diluted in ethyl acetate (20 ml) and the whole was washed with 1N aqueous sodium hydroxide (20 ml), 0.5N hydrochloric acid...